This data is from the Open Reaction Database (ORD), a public repository of structured organic reaction records. The task is: describe an organic reaction: reactants, conditions, products, and yield The reactants are OC(C)C1=CC(=CC2=CC(=CC=C12)OCC1=CC=CC=C1)C(=O)OC (1-hydroxyethyl-3-carbomethoxy-6-benzyloxynaphthalene), CC(=O)C.OS(=O)(=O)O.O=[Cr](=O)=O (Jones reagent). Solvent: CC(=O)C (acetone). Conditions: temperature 0 celsius, time 10 minute. Product: C(=O)(OC)C=1C=C(C2=CC=C(C=C2C1)OCC1=CC=CC=C1)CC(=O)O (3-carbomethoxy-6-benzyloxy-1-naphthyl acetic acid). Reaction SMILES: OC([C:4]1[C:13]2[C:8](=[CH:9][C:10]([O:14][CH2:15][C:16]3[CH:21]=[CH:20][CH:19]=[CH:18][CH:17]=3)=[CH:11][CH:12]=2)[CH:7]=[C:6]([C:22]([O:24][CH3:25])=[O:23])[CH:5]=1)C.C[C:27]([CH3:29])=[O:28].[OH:30]S(O)(=O)=O.O=[Cr](=O)=O>CC(C)=O>[C:22]([C:6]1[CH:5]=[C:4]([CH2:29][C:27]([OH:30])=[O:28])[C:13]2[C:8]([CH:7]=1)=[CH:9][C:10]([O:14][CH2:15][C:16]1[CH:17]=[CH:18][CH:19]=[CH:20][CH:21]=1)=[CH:11][CH:12]=2)([O:24][CH3:25])=[O:23] |f:1.2.3|. Reported procedure: To a solution of 0.08 g (0.24 mmol) of 1-hydroxyethyl-3-carbomethoxy-6-benzyloxynaphthalene in 10 ml of acetone at 0° C. is added Jones reagent until a green precipitate forms. After stirring at 0° C. for 10 minutes, the mixture is partitioned between ethyl acetate and H2O. The organics are dried (MgSO4) and concentrated in vacuo to afford 0.081 g of 3-carbomethoxy-6-benzyloxy-1-naphthyl acetic acid in the form of a light tan solid which is used directly in the next step.